From a dataset of the Open Reaction Database (ORD), a public repository of structured organic reaction records. describe an organic reaction: reactants, conditions, products, and yield Starting materials: 336.3, FC1=CC=C(C=C1)O (4-fluorophenol), C(C=C)Br (allyl bromide), C([O-])([O-])=O.[K+].[K+] (potassium carbonate), CC(=O)C (acetone). Solvent: O (water). Product: 381.8, C(C=C)OC1=CC=C(C=C1)F (4-allyloxy-fluorobenzene). Reaction SMILES: [F:1][C:2]1[CH:7]=[CH:6][C:5]([OH:8])=[CH:4][CH:3]=1.[CH2:9](Br)[CH:10]=[CH2:11].C(=O)([O-])[O-].[K+].[K+].CC(C)=O>O>[CH2:11]([O:8][C:5]1[CH:6]=[CH:7][C:2]([F:1])=[CH:3][CH:4]=1)[CH:10]=[CH2:9] |f:2.3.4|. Reported procedure: A mixture of 336.3 parts of 4-fluorophenol, 417.5 parts of allyl bromide, 420 parts of potassium carbonate and 480 parts of acetone is stirred and refluxed for 8 hours. After cooling to room temperature, 2250 parts of water are added. The aqueous layer is separated and extracted twice with ether. The combined extracts are washed successively twice with sodium hydroxide solution 10% and twice with sodium chloride solution, dried over potassium carbonate, filtered and evaporated. The oily residue ...